This data is from the Open Reaction Database (ORD), a public repository of structured organic reaction records. The task is: describe an organic reaction: reactants, conditions, products, and yield Starting materials: OC[C@@H]1[C@@H](N(C(O1)(C)C)C(=O)OC(C)(C)C)CC1=CC(=NC=C1)OC ((4S,5S)-Tert-butyl 5-(hydroxymethyl)-4-((2-methoxypyridin-4-yl)methyl)-2,2-dimethyloxazolidine-3-carboxylate), CI (MeI). Run in CO (methanol). The product is OC[C@@H]1[C@@H](N(C(O1)(C)C)C(=O)OC(C)(C)C)CC1=CC(N(C=C1)C)=O ((4S,5S)-tert-butyl 5-(hydroxymethyl)-2,2-dimethyl-4-((1-methyl-2-oxo-1,2-dihydropyridin-4-yl)methyl)oxazolidine-3-carboxylate). RXN SMILES: [OH:1][CH2:2][C@H:3]1[O:7][C:6]([CH3:9])([CH3:8])[N:5]([C:10]([O:12][C:13]([CH3:16])([CH3:15])[CH3:14])=[O:11])[C@H:4]1[CH2:17][C:18]1[CH:23]=[CH:22][N:21]=[C:20]([O:24]C)[CH:19]=1.[CH3:26]I>CO>[OH:1][CH2:2][C@H:3]1[O:7][C:6]([CH3:9])([CH3:8])[N:5]([C:10]([O:12][C:13]([CH3:14])([CH3:15])[CH3:16])=[O:11])[C@H:4]1[CH2:17][C:18]1[CH:23]=[CH:22][N:21]([CH3:26])[C:20](=[O:24])[CH:19]=1. Reported procedure: (4S,5S)-Tert-butyl 5-(hydroxymethyl)-4-((2-methoxypyridin-4-yl)methyl)-2,2-dimethyloxazolidine-3-carboxylate (0.281 g, 0.797 mmol) was refluxed in methanol (17 mL) with MeI (0.0798 ml, 1.28 mmol) for 48 hrs. Concentration and purification by silica gel chromotography (20:1 DCM/MeOH) afforded the titled compound along with recovered starting material.